describe an organic reaction: reactants, conditions, products, and yield From a dataset of the Open Reaction Database (ORD), a public repository of structured organic reaction records. Reactants: O=C(Cl)c1ccncc1, Cl, CC(Nc1cncc(-n2cnc3ccc(N)cc32)n1)c1ccccc1. Yields the product CC(Nc1cncc(-n2cnc3ccc(NC(=O)c4ccncc4)cc32)n1)c1ccccc1. Reaction SMILES: [C:27]([c:28]1[cH:29][cH:30][n:31][cH:32][cH:33]1)(=[O:34])[Cl:35].[ClH:26].[c:1]1([CH:7]([CH3:8])[NH:9][c:10]2[cH:11][n:12][cH:13][c:14](-[n:16]3[cH:17][n:18][c:19]4[c:20]3[cH:21][c:22]([NH2:25])[cH:23][cH:24]4)[n:15]2)[cH:2][cH:3][cH:4][cH:5][cH:6]1>>[c:1]1([CH:7]([CH3:8])[NH:9][c:10]2[cH:11][n:12][cH:13][c:14](-[n:16]3[cH:17][n:18][c:19]4[c:20]3[cH:21][c:22]([NH:25][C:27]([c:28]3[cH:29][cH:30][n:31][cH:32][cH:33]3)=[O:34])[cH:23][cH:24]4)[n:15]2)[cH:2][cH:3][cH:4][cH:5][cH:6]1. Starting materials: CC(COC(NC1=CC(=C(C=C1)C=1CCSCC1)F)=O)C (2-Methylpropyl[4-(3,6-dihydro-2H-thiopyran-4-yl)-3-fluorophenyl]carbamate), OOS(=O)[O-].[K+] (oxone), O (water), CC(=O)C (Acetone). Solvent: CO (methanol). Run at time 3 hour. Yields the product CC(COC(NC1=CC(=C(C=C1)C=1CCS(CC1)(=O)=O)F)=O)C (2-Methylpropyl(4-(3,6-dihydro-1,1-dioxido-2H-thiopyran-4-yl)-3-fluorophenyl]carbamate). As a reaction SMILES: [CH3:1][CH:2]([CH3:21])[CH2:3][O:4][C:5](=[O:20])[NH:6][C:7]1[CH:12]=[CH:11][C:10]([C:13]2[CH2:14][CH2:15]S[CH2:17][CH:18]=2)=[C:9]([F:19])[CH:8]=1.O[O:23][S:24]([O-:26])=O.[K+].O.CC(C)=O>CO>[CH3:21][CH:2]([CH3:1])[CH2:3][O:4][C:5](=[O:20])[NH:6][C:7]1[CH:12]=[CH:11][C:10]([C:13]2[CH2:14][CH2:15][S:24](=[O:26])(=[O:23])[CH2:17][CH:18]=2)=[C:9]([F:19])[CH:8]=1 |f:1.2|. Reported procedure: 2-Methylpropyl[4-(3,6-dihydro-2H-thiopyran-4-yl)-3-fluorophenyl]carbamate in methanol (250 ml) is added to a slurry of oxone (140.8 g, 229.1 mmol, 1.5 equiv.) in a slurry of water (250 ml). Acetone (375 ml) is added to the reaction mixture and an exotherm of 30° to give 53° is noticed. The reaction mixture is stirred for 3 hr, during which time the reaction gradually cooled to 25°. The slurry is quenched with aqueous sodium bisulfite (10%, 250 ml) and stirred 1 hr. The slurry is filtered to remo... Reactants: COc1cncc(C(=O)O)c1, Nc1cnc(OCC(F)(F)F)c(-c2ccc(Cl)cc2)c1. Product: COc1cncc(C(=O)Nc2cnc(OCC(F)(F)F)c(-c3ccc(Cl)cc3)c2)c1. As a reaction SMILES: [CH3:21][O:22][c:23]1[cH:24][c:25]([C:29](=[O:30])[OH:31])[cH:26][n:27][cH:28]1.[Cl:1][c:2]1[cH:3][cH:4][c:5](-[c:8]2[cH:9][c:10]([NH2:20])[cH:11][n:12][c:13]2[O:14][CH2:15][C:16]([F:17])([F:18])[F:19])[cH:6][cH:7]1>>[Cl:1][c:2]1[cH:3][cH:4][c:5](-[c:8]2[cH:9][c:10]([NH:20][C:29]([c:25]3[cH:24][c:23]([O:22][CH3:21])[cH:28][n:27][cH:26]3)=[O:30])[cH:11][n:12][c:13]2[O:14][CH2:15][C:16]([F:17])([F:18])[F:19])[cH:6][cH:7]1. The reactants are O=C([O-])[O-], COC(=O)c1csc(Br)c1, COCCOC, [K+], [K+], OB(O)c1ccccc1, c1ccc(P(c2ccccc2)(c2ccccc2)[Pd](P(c2ccccc2)(c2ccccc2)c2ccccc2)(P(c2ccccc2)(c2ccccc2)c2ccccc2)P(c2ccccc2)(c2ccccc2)c2ccccc2)cc1. The product is COC(=O)c1csc(-c2ccccc2)c1. As a reaction SMILES: [C:20](=[O:21])([O-:22])[O-:23].[CH3:1][O:2][C:3](=[O:4])[c:5]1[cH:6][s:7][c:8]([Br:10])[cH:9]1.[CH3:26][O:27][CH2:28][CH2:29][O:30][CH3:31].[K+:24].[K+:25].[OH:11][B:12]([OH:13])[c:14]1[cH:15][cH:16][cH:17][cH:18][cH:19]1.[cH:32]1[cH:33][cH:34][c:35]([P:36]([Pd:37]([P:38]([c:39]2[cH:40][cH:41][cH:42][cH:43][cH:44]2)([c:45]2[cH:46][cH:47][cH:48][cH:49][cH:50]2)[c:51]2[cH:52][cH:53][cH:54][cH:55][cH:56]2)([P:57]([c:58]2[cH:59][cH:60][cH:61][cH:62][cH:63]2)([c:64]2[cH:65][cH:66][cH:67][cH:68][cH:69]2)[c:70]2[cH:71][cH:72][cH:73][cH:74][cH:75]2)[P:76]([c:77]2[cH:78][cH:79][cH:80][cH:81][cH:82]2)([c:83]2[cH:84][cH:85][cH:86][cH:87][cH:88]2)[c:89]2[cH:90][cH:91][cH:92][cH:93][cH:94]2)([c:95]2[cH:96][cH:97][cH:98][cH:99][cH:100]2)[c:101]2[cH:102][cH:103][cH:104][cH:105][cH:106]2)[cH:107][cH:108]1>>[CH3:1][O:2][C:3](=[O:4])[c:5]1[cH:6][s:7][c:8](-[c:14]2[cH:15][cH:16][cH:17][cH:18][cH:19]2)[cH:9]1. The reactants are CC(CN1N=C(C=C1)NC(=O)C1NC(C(C1C1=C(C(=CC=C1)Cl)F)(C#N)C1=C(C=C(C=C1)Cl)F)CC(C)(C)C)(C)OC[C@@H]1OC1 (rac-(2R,3S,4R,5S)-3-(3-chloro-2-fluoro-phenyl)-4-(4-chloro-2-fluoro-phenyl)-4-cyano-5-(2,2-dimethylpropyl)-pyrrolidine-2-carboxylic acid {1-[2-methyl-2-((R)-1-oxiranylmethoxy)-propyl]-1H-pyrazol-3-yl}-amide), C(C)(C)O (isopropyl alcohol), [OH-].[NH4+] (ammonium hydroxide). Run in C(Cl)Cl (CH2Cl2). Yields the product NC[C@H](COC(CN1N=C(C=C1)NC(=O)C1NC(C(C1C1=C(C(=CC=C1)Cl)F)(C#N)C1=C(C=C(C=C1)Cl)F)CC(C)(C)C)(C)C)O (rac-(2R,3S,4R,5S)-3-(3-chloro-2-fluoro-phenyl)-4-(4-chloro-2-fluoro-phenyl)-4-cyano-5-(2,2-dimethyl-propyl)-pyrrolidine-2-carboxylic acid {1-[2-((R)-3-amino-2-hydroxy-propoxy)-2-methyl-propyl]-1H-pyrazol-3-yl}-amide). The yield is 26.0%. As a reaction SMILES: [CH3:1][C:2]([O:41][CH2:42][C@H:43]1[CH2:45][O:44]1)([CH3:40])[CH2:3][N:4]1[CH:8]=[CH:7][C:6]([NH:9][C:10]([CH:12]2[CH:16]([C:17]3[CH:22]=[CH:21][CH:20]=[C:19]([Cl:23])[C:18]=3[F:24])[C:15]([C:27]3[CH:32]=[CH:31][C:30]([Cl:33])=[CH:29][C:28]=3[F:34])([C:25]#[N:26])[CH:14]([CH2:35][C:36]([CH3:39])([CH3:38])[CH3:37])[NH:13]2)=[O:11])=[N:5]1.C(O)(C)C.[OH-].[NH4+:51]>C(Cl)Cl>[NH2:51][CH2:45][C@@H:43]([OH:44])[CH2:42][O:41][C:2]([CH3:1])([CH3:40])[CH2:3][N:4]1[CH:8]=[CH:7][C:6]([NH:9][C:10]([CH:12]2[CH:16]([C:17]3[CH:22]=[CH:21][CH:20]=[C:19]([Cl:23])[C:18]=3[F:24])[C:15]([C:27]3[CH:32]=[CH:31][C:30]([Cl:33])=[CH:29][C:28]=3[F:34])([C:25]#[N:26])[CH:14]([CH2:35][C:36]([CH3:38])([CH3:39])[CH3:37])[NH:13]2)=[O:11])=[N:5]1 |f:2.3|. Procedure: A mixture of rac-(2R,3S,4R,5S)-3-(3-chloro-2-fluoro-phenyl)-4-(4-chloro-2-fluoro-phenyl)-4-cyano-5-(2,2-dimethylpropyl)-pyrrolidine-2-carboxylic acid {1-[2-methyl-2-((R)-1-oxiranylmethoxy)-propyl]-1H-pyrazol-3-yl}-amide (43.6 mg, 0.066 mmol), isopropyl alcohol (2 mL), and ammonium hydroxide (1 mL) was microwaved at 130° C. for 15 min. The mixture was then diluted with CH2Cl2 and washed with water, brine. The organic phase was separated, filtered and dried over Na2SO4. The mixture was then concen... Reactants: Cl (hydrochloric acid), O1C=2C(C([C@H](C21)C=CCCCCCC)=CCCCCCC(=O)OC)=O ((4R)-2,3-epoxy-4-(1-octenyl)-5-(6-methoxylcarbonylhexylidene)cyclopentenone), C(O)([O-])=O.[Na+] (sodium hydrogencarbonate). The solvent is CC(=O)C (acetone). Conditions: time 30 minute. The product is ClC=1C(C([C@H](C1)C=CCCCCCC)=CCCCCCC(=O)OC)=O ((4S)-2-chloro-4-(1-octenyl)-5-(6-methoxycarbonylhexylidene)-2-cyclopentenone). Yield: 65.0%. RXN SMILES: O1[C:6]2[C@H:5]([CH:7]=[CH:8][CH2:9][CH2:10][CH2:11][CH2:12][CH2:13][CH3:14])[C:4](=[CH:15][CH2:16][CH2:17][CH2:18][CH2:19][CH2:20][C:21]([O:23][CH3:24])=[O:22])[C:3](=[O:25])[C:2]1=2.[ClH:26].C(=O)([O-])O.[Na+]>CC(C)=O>[Cl:26][C:2]1[C:3](=[O:25])[C:4](=[CH:15][CH2:16][CH2:17][CH2:18][CH2:19][CH2:20][C:21]([O:23][CH3:24])=[O:22])[C@@H:5]([CH:7]=[CH:8][CH2:9][CH2:10][CH2:11][CH2:12][CH2:13][CH3:14])[CH:6]=1 |f:2.3|. Procedure details: 16 mg (46 microliters) of (4R)-2,3-epoxy-4-(1-octenyl)-5-(6-methoxylcarbonylhexylidene)cyclopentenone was dissolved in 1 ml of acetone. To the solution was added 0.1 ml of concentrated hydrochloric acid, and then the mixture was stirred for 30 minutes. A saturated aqueous solution of sodium hydrogencarbonate was added, and the mixture was extracted with ethyl acetate. The organic layer was washed with a saturated aqueous solution of sodium chloride and dried over anhydrous magnesium sulfate. The... The reactants are C=1(C(=CC=CC1)N=C=O)C (o-toluyl isocyanate), ClC1=C(N)C=CC(=C1)OC1=CC=NC2=CC(=C(C=C12)OC)OC (2-Chloro-4-[(6,7-dimethoxy-4-quinolyl)oxy]aniline), CO (Methanol). Solvent: C(Cl)(Cl)Cl (chloroform). Reaction conditions: time 8 hour. Yields the product ClC1=C(C=CC(=C1)OC1=CC=NC2=CC(=C(C=C12)OC)OC)NC(=O)NC1=C(C=CC=C1)C (N-{2-Chloro-4-[(6,7-dimethoxy-4-quinolyl)oxy]phenyl}-N′-(2-methylphenyl)urea). The yield is 34.5%. RXN SMILES: [Cl:1][C:2]1[CH:8]=[C:7]([O:9][C:10]2[C:19]3[C:14](=[CH:15][C:16]([O:22][CH3:23])=[C:17]([O:20][CH3:21])[CH:18]=3)[N:13]=[CH:12][CH:11]=2)[CH:6]=[CH:5][C:3]=1[NH2:4].[C:24]1([CH3:33])[C:25]([N:30]=[C:31]=[O:32])=[CH:26][CH:27]=[CH:28][CH:29]=1.CO>C(Cl)(Cl)Cl>[Cl:1][C:2]1[CH:8]=[C:7]([O:9][C:10]2[C:19]3[C:14](=[CH:15][C:16]([O:22][CH3:23])=[C:17]([O:20][CH3:21])[CH:18]=3)[N:13]=[CH:12][CH:11]=2)[CH:6]=[CH:5][C:3]=1[NH:4][C:31]([NH:30][C:25]1[CH:26]=[CH:27][CH:28]=[CH:29][C:24]=1[CH3:33])=[O:32]. Procedure: 2-Chloro-4-[(6,7-dimethoxy-4-quinolyl)oxy]aniline (122 mg) was dissolved in chloroform (10 ml), and o-toluyl isocyanate (59 mg) was added to the solution. The mixture was stirred at room temperature overnight. Methanol was added to the reaction solution, and the solvent was removed by distillation under the reduced pressure. The residue was dissolved in a minor amount of chloroform, and a large amount of ether was added to the solution to precipitate a crystal. The crystal was collected by filtr...